From a dataset of the Open Reaction Database (ORD), a public repository of structured organic reaction records. describe an organic reaction: reactants, conditions, products, and yield Starting materials: [Br-], [Mg+]c1ccc(Cl)cc1, COC(=O)c1cc2c([nH]1)CCC2=O. The product is COC(=O)c1cc2c([nH]1)CCC2c1ccc(Cl)cc1. As a reaction SMILES: [Br-:14].[Cl:15][c:16]1[cH:17][cH:18][c:19]([Mg+:22])[cH:20][cH:21]1.[O:1]=[C:2]1[CH2:3][CH2:4][c:5]2[nH:6][c:7]([C:10](=[O:11])[O:12][CH3:13])[cH:8][c:9]21>>[CH:2]1([c:19]2[cH:18][cH:17][c:16]([Cl:15])[cH:21][cH:20]2)[CH2:3][CH2:4][c:5]2[nH:6][c:7]([C:10](=[O:11])[O:12][CH3:13])[cH:8][c:9]21. Reactants: [Na] (sodium), Cl.CN(C)CC=1SC=C(N1)CCl (2-dimethylaminomethyl-4-thiazolylmethylchloride hydrochloride), CC[O-].[Na+] (sodium ethylate), CNC(=NC#N)NCCS (N-methyl-N'-(2-mercapto)ethyl-N"-cyanoguanidine). Solvent: C(C)O (ethanol), C(C)O (ethanol), C(C)O (ethanol). Conditions: time 1 hour. Yields the product CNC(=NC#N)NCCSCC=1N=C(SC1)CN(C)C (N-methyl-N'-2-(2-dimethylaminomethyl-4-thiazolylmethylthio)ethyl-N"-cyanoguanidine). Yield: 61.2%. RXN SMILES: [Na].CC[O-].[Na+].[CH3:6][NH:7][C:8]([NH:12][CH2:13][CH2:14][SH:15])=[N:9][C:10]#[N:11].Cl.[CH3:17][N:18]([CH2:20][C:21]1[S:22][CH:23]=[C:24]([CH2:26]Cl)[N:25]=1)[CH3:19]>C(O)C>[CH3:6][NH:7][C:8]([NH:12][CH2:13][CH2:14][S:15][CH2:26][C:24]1[N:25]=[C:21]([CH2:20][N:18]([CH3:19])[CH3:17])[S:22][CH:23]=1)=[N:9][C:10]#[N:11] |f:1.2,4.5,^1:0|. Procedure: About 0.6 g of sodium were added to 50 ml. of dry ethanol under an N2 atmosphere, thus forming sodium ethylate in ethanol. 0.91 g of N-methyl-N'-(2-mercapto)ethyl-N"-cyanoguanidine (prepared by the procedure of U.S. Pat. No. 4,093,621) dissolved in 10 ml. of anhydrous ethanol was added thereto and the resulting mixture stirred at room temperature for about 1 hour. Next, 1.59 g of 2-dimethylaminomethyl-4-thiazolylmethylchloride hydrochloride was added thereto in portions over a 1 hour period. Aft... Starting materials: [H-].[Na+] (sodium hydride), C(C1=CC=CC=C1)OC=1N=NC(=CC1OCC1=CC=CC=C1)C(=C)C1=CC=CC=C1 (3,4-bis(benzyloxy)-6-(1-phenylethenyl)pyridazine), C(C1=CC=CC=C1)OC=1N=NC(=CC1OCC1=CC=CC=C1)C(=C)C1=CC=CC=C1 (3,4-bis(benzyloxy)-6-(1-phenylethenyl)pyridazine), [I-].C[S+](=O)(C)C (trimethyl sulfoxonium iodide). The solvent is CS(=O)C (DMSO), O1CCCC1 (tetrahydrofuran). Product: C(C1=CC=CC=C1)OC=1N=NC(=CC1OCC1=CC=CC=C1)C1(CC1)C1=CC=CC=C1 (3,4-bis(benzyloxy)-6-(1-phenylcyclopropyl)pyridazine). The yield is 23.0%. RXN SMILES: [H-].[Na+].[I-].[CH3:4][S+](C)(C)=O.[CH2:9]([O:16][C:17]1[N:18]=[N:19][C:20]([C:31]([C:33]2[CH:38]=[CH:37][CH:36]=[CH:35][CH:34]=2)=[CH2:32])=[CH:21][C:22]=1[O:23][CH2:24][C:25]1[CH:30]=[CH:29][CH:28]=[CH:27][CH:26]=1)[C:10]1[CH:15]=[CH:14][CH:13]=[CH:12][CH:11]=1>CS(C)=O.O1CCCC1>[CH2:9]([O:16][C:17]1[N:18]=[N:19][C:20]([C:31]2([C:33]3[CH:38]=[CH:37][CH:36]=[CH:35][CH:34]=3)[CH2:4][CH2:32]2)=[CH:21][C:22]=1[O:23][CH2:24][C:25]1[CH:26]=[CH:27][CH:28]=[CH:29][CH:30]=1)[C:10]1[CH:11]=[CH:12][CH:13]=[CH:14][CH:15]=1 |f:0.1,2.3|. Procedure: To a suspension of sodium hydride (0.487 g, 12.17 mmol, 60% in mineral oil) in DMSO (33.8 ml) stirring under nitrogen was added trimethyl sulfoxonium iodide (2.68 g, 12.17 mmol) in 4 portions over 20 minutes. A solution of 3,4-bis(benzyloxy)-6-(1-phenylethenyl)pyridazine (Intermediate 25; 3.2 g, 8.11 mmol) in tetrahydrofuran (50.7 ml) was added via a dropping funnel over 90 minutes before the reaction was left to stir at room temperature for 18 hours. The resulting mixture was concentrated, pour... The reactants are ClC1=C(C=C(C=C1)NCC1=CC=CC=C1)C(=O)NC1=CC=C(C=C1)CC(=O)OCC (ethyl {4-[({2-chloro-5-[(phenylmethyl)amino]phenyl}carbonyl)amino]phenyl}acetate), O (water). Run in C(C)(=O)O (acetic acid), Cl (HCl). Product: ClC1=C(C=C(C=C1)NCC1=CC=CC=C1)C(=O)NC1=CC=C(C=C1)CC(=O)O ({4-[({2-chloro-5-[(phenylmethyl)amino]phenyl}carbonyl)amino]phenyl}acetic Acid). The yield is 48.2%. As a reaction SMILES: [Cl:1][C:2]1[CH:7]=[CH:6][C:5]([NH:8][CH2:9][C:10]2[CH:15]=[CH:14][CH:13]=[CH:12][CH:11]=2)=[CH:4][C:3]=1[C:16]([NH:18][C:19]1[CH:24]=[CH:23][C:22]([CH2:25][C:26]([O:28]CC)=[O:27])=[CH:21][CH:20]=1)=[O:17].O>C(O)(=O)C.Cl>[Cl:1][C:2]1[CH:7]=[CH:6][C:5]([NH:8][CH2:9][C:10]2[CH:11]=[CH:12][CH:13]=[CH:14][CH:15]=2)=[CH:4][C:3]=1[C:16]([NH:18][C:19]1[CH:20]=[CH:21][C:22]([CH2:25][C:26]([OH:28])=[O:27])=[CH:23][CH:24]=1)=[O:17]. Procedure: A solution of ethyl {4-[({2-chloro-5-[(phenylmethyl)amino]phenyl}carbonyl)amino]phenyl}acetate (90 mg, 0.21 mmol) in acetic acid (2 ml) and 2M HCl (2 ml) was heated at 90° C. for 2 hours. On cooling water was added then solvent evaporated in vacuo and azeotroped with toluene. The residue was purified by MDAP to afford the title compound as a white solid (40 mg). MS (ES+) m/z 395 [M+H]+ (C22H1935ClN2O3). 1H-NMR (400 MHz, d6-DMSO) δ 3.51 (2H, s), 4.30 (2H, d, J 4.4), 6.63-6.73 (3H, m), 7.15-7.36 (... Reactants: N#CCBr, O=C([O-])[O-], CN(C)C=O, [K+], [K+], O, CC#CCn1c(N2CCCC(NC(=O)OC(C)(C)C)C2)nc2[nH]c(=O)n(Cc3cccc4ccccc34)c(=O)c21. Yields the product CC#CCn1c(N2CCCC(NC(=O)OC(C)(C)C)C2)nc2c1c(=O)n(Cc1cccc3ccccc13)c(=O)n2CC#N. Reaction SMILES: [Br:1][CH2:2][C:3]#[N:4].[C:45](=[O:46])([O-:47])[O-:48].[CH3:52][N:53]([CH3:54])[CH:55]=[O:56].[K+:49].[K+:50].[OH2:51].[c:5]1([CH2:15][n:16]2[c:17](=[O:18])[nH:19][c:20]3[n:21][c:22]([N:31]4[CH2:32][CH:33]([NH:37][C:38](=[O:39])[O:40][C:41]([CH3:42])([CH3:43])[CH3:44])[CH2:34][CH2:35][CH2:36]4)[n:23]([CH2:27][C:28]#[C:29][CH3:30])[c:24]3[c:25]2=[O:26])[cH:6][cH:7][cH:8][c:9]2[cH:10][cH:11][cH:12][cH:13][c:14]12>>[CH2:2]([C:3]#[N:4])[n:19]1[c:17](=[O:18])[n:16]([CH2:15][c:5]2[cH:6][cH:7][cH:8][c:9]3[cH:10][cH:11][cH:12][cH:13][c:14]23)[c:25](=[O:26])[c:24]2[c:20]1[n:21][c:22]([N:31]1[CH2:32][CH:33]([NH:37][C:38](=[O:39])[O:40][C:41]([CH3:42])([CH3:43])[CH3:44])[CH2:34][CH2:35][CH2:36]1)[n:23]2[CH2:27][C:28]#[C:29][CH3:30]. The reactants are ClC(=O)OC (methyl chloroformate), ClC1=CC(=C(C(=N1)C(=O)NNC(C)C)NC(=O)C=1N(N=C(C1)Br)C1=NC=CC=C1Cl)C (5-Bromo-2-(3-chloro-pyridin-2-yl)-2H-pyrazole-3-carboxylic acid [6-chloro-2-(N′-isopropyl-hydrazinocarbonyl)-4-methyl-pyridin-3-yl]-amide), ClC(=O)OC (methyl chloroformate). Run in N1=CC=CC=C1 (pyridine). Reaction conditions: time 30 minute. Yields the product COC(=O)N(NC(=O)C1=NC(=CC(=C1NC(=O)C=1N(N=C(C1)Br)C1=NC=CC=C1Cl)C)Cl)C(C)C (N′-(3-{[5-bromo-2-(3-chloro-pyridin-2-yl)-2H-pyrazole-3-carbonyl]-amino}-6-chloro-4-methyl-pyridine-2-carbonyl)-N-isopropyl-hydrazine carboxylic acid methyl ester). As a reaction SMILES: [Cl:1][C:2]1[N:7]=[C:6]([C:8]([NH:10][NH:11][CH:12]([CH3:14])[CH3:13])=[O:9])[C:5]([NH:15][C:16]([C:18]2[N:19]([C:24]3[C:29]([Cl:30])=[CH:28][CH:27]=[CH:26][N:25]=3)[N:20]=[C:21]([Br:23])[CH:22]=2)=[O:17])=[C:4]([CH3:31])[CH:3]=1.Cl[C:33]([O:35][CH3:36])=[O:34]>N1C=CC=CC=1>[CH3:36][O:35][C:33]([N:11]([CH:12]([CH3:13])[CH3:14])[NH:10][C:8]([C:6]1[C:5]([NH:15][C:16]([C:18]2[N:19]([C:24]3[C:29]([Cl:30])=[CH:28][CH:27]=[CH:26][N:25]=3)[N:20]=[C:21]([Br:23])[CH:22]=2)=[O:17])=[C:4]([CH3:31])[CH:3]=[C:2]([Cl:1])[N:7]=1)=[O:9])=[O:34]. Procedure details: 5-Bromo-2-(3-chloro-pyridin-2-yl)-2H-pyrazole-3-carboxylic acid [6-chloro-2-(N′-isopropyl-hydrazinocarbonyl)-4-methyl-pyridin-3-yl]-amide (12-a) (378 mg) was dissolved in pyridine (5 mL), methyl chloroformate (220 μL) was added and the reaction mixture was stirred at room temperature. After 30 min, 1 h and 1.5 h, methyl chloroformate (each 110 μL) was added. After 18 h stirring at room temperature, the reaction mixture was quenched with water and 3× co-evaporated with toluene. The residue was di... The reactants are COCN(Cc1ccccc1)C[Si](C)(C)C, ClCCl, O=C1C=CCCN1c1ccc(OCC(F)(F)F)cc1, O=C(O)C(F)(F)F. The product is O=C1C2CN(Cc3ccccc3)CC2CCN1c1ccc(OCC(F)(F)F)cc1. RXN SMILES: [CH2:20]([c:21]1[cH:22][cH:23][cH:24][cH:25][cH:26]1)[N:27]([CH2:28][O:34][CH3:35])[CH2:31][Si:29]([CH3:30])([CH3:32])[CH3:33].[Cl:43][CH2:44][Cl:45].[F:1][C:2]([CH2:3][O:4][c:5]1[cH:6][cH:7][c:8]([N:11]2[C:12](=[O:17])[CH:13]=[CH:14][CH2:15][CH2:16]2)[cH:9][cH:10]1)([F:18])[F:19].[F:36][C:37]([F:38])([F:39])[C:40]([OH:41])=[O:42]>>[F:1][C:2]([CH2:3][O:4][c:5]1[cH:6][cH:7][c:8]([N:11]2[C:12](=[O:17])[CH:13]3[CH:14]([CH2:15][CH2:16]2)[CH2:31][N:27]([CH2:20][c:21]2[cH:22][cH:23][cH:24][cH:25][cH:26]2)[CH2:28]3)[cH:9][cH:10]1)([F:18])[F:19]. Starting materials: [H][H] (hydrogen), [H][H] (hydrogen), CN1C(C2N(CC3=C1C=CC(=C3)[N+](=O)[O-])CCC2)=O (1,2,3,5,10,11a-hexahydro-10- methyl-7-nitro-11H-pyrrolo[2,1-c] [1,4]benzodiazepin-11-one). Reagents/catalysts: [Pd] (palladium-on-carbon). Solvent: C(C)O (ethanol). Product: NC=1C=CC2=C(CN3C(C(N2C)=O)CCC3)C1 (7 -amino-1,2,3,5,10,11a-hexahydro-10-methyl-11H-pyrrolo[2,1-c]- [1,4]benzodiazepin-11-one). Reaction SMILES: [CH3:1][N:2]1[C:8]2[CH:9]=[CH:10][C:11]([N+:13]([O-])=O)=[CH:12][C:7]=2[CH2:6][N:5]2[CH2:16][CH2:17][CH2:18][CH:4]2[C:3]1=[O:19].[H][H]>[Pd].C(O)C>[NH2:13][C:11]1[CH:10]=[CH:9][C:8]2[N:2]([CH3:1])[C:3](=[O:19])[CH:4]3[CH2:18][CH2:17][CH2:16][N:5]3[CH2:6][C:7]=2[CH:12]=1. Reported procedure: A mixture of 5.0 g. of 1,2,3,5,10,11a-hexahydro-10- methyl-7-nitro-11H-pyrrolo[2,1-c] [1,4]benzodiazepin-11-one, 200 ml. of ethanol and 1.0 g. of 10% palladium-on-carbon catalyst is shaken in a Parr hydrogenator under about 3 atmospheres of hydrogen pressure until the theoretical amount of hydrogen is absorbed. The catalyst is filtered off and the mother liquor is concentrated to remove the solvent. The residue is purified by partition chromatography on a diatomaceous earth column using a heptan...